From a dataset of the Open Reaction Database (ORD), a public repository of structured organic reaction records. describe an organic reaction: reactants, conditions, products, and yield The reactants are FC1=CC=C(CC=2OC(=NN2)\C=C\C2=CC(=C(C=C2)N2C=NC(=C2)C)OC)C=C1 (2-(4-fluorobenzyl)-5-{(E)-2-[3-methoxy-4-(4-methyl-1H-imidazol-1-yl)phenyl]vinyl}-[1,3,4]oxadiazole), C(C)(=O)[O-].[NH4+] (ammonium acetate). Solvent: C(C)(=O)O (acetic acid). The product is FC1=CC=C(CC2=NN=C(N2)\C=C\C2=CC(=C(C=C2)N2C=NC(=C2)C)OC)C=C1 (3-(4-fluorobenzyl)-5-{(E)-2-[3-methoxy-4-(4-methyl-1H-imidazol-1-yl)phenyl]vinyl}-4H-[1,2,4]triazole). Isolated yield 61.7%. Reaction SMILES: [F:1][C:2]1[CH:29]=[CH:28][C:5]([CH2:6][C:7]2O[C:9](/[CH:12]=[CH:13]/[C:14]3[CH:19]=[CH:18][C:17]([N:20]4[CH:24]=[C:23]([CH3:25])[N:22]=[CH:21]4)=[C:16]([O:26][CH3:27])[CH:15]=3)=[N:10][N:11]=2)=[CH:4][CH:3]=1.C([O-])(=O)C.[NH4+:34]>C(O)(=O)C>[F:1][C:2]1[CH:29]=[CH:28][C:5]([CH2:6][C:7]2[NH:34][C:9](/[CH:12]=[CH:13]/[C:14]3[CH:19]=[CH:18][C:17]([N:20]4[CH:24]=[C:23]([CH3:25])[N:22]=[CH:21]4)=[C:16]([O:26][CH3:27])[CH:15]=3)=[N:10][N:11]=2)=[CH:4][CH:3]=1 |f:1.2|. Procedure: A solution of 2-(4-fluorobenzyl)-5-{(E)-2-[3-methoxy-4-(4-methyl-1H-imidazol-1-yl)phenyl]vinyl}-[1,3,4]oxadiazole (65 mg) and ammonium acetate (256 mg) in acetic acid (1 mL) was stirred at 150° C. for four hours. The reaction solution was left to cool to room temperature and concentrated under reduced pressure. Ethyl acetate and saturated sodium bicarbonate water were added to the residue, and the organic layer was separated. The resulting organic layer was dried over anhydrous magnesium sulfate... Reactants: CC(C)CN(C)c1cc(NC(=O)OC(C)(C)C)c(NC(=O)CC(=O)c2cccc(-n3cncn3)c2)cc1C(F)(F)F, ClCCl, O=C(O)C(F)(F)F. The product is CC(C)CN(C)c1cc2c(cc1C(F)(F)F)NC(=O)CC(c1cccc(-n3cncn3)c1)=N2. Reaction SMILES: [C:1]([O:2][C:3](=[O:4])[NH:7][c:8]1[c:9]([NH:24][C:25]([CH2:26][C:27](=[O:5])[c:28]2[cH:29][c:30](-[n:34]3[n:35][cH:36][n:37][cH:38]3)[cH:31][cH:32][cH:33]2)=[O:40])[cH:10][c:11]([C:20]([F:21])([F:22])[F:23])[c:12]([N:14]([CH3:15])[CH2:16][CH:17]([CH3:18])[CH3:19])[cH:13]1)([CH3:6])([CH3:39])[CH3:41].[Cl:49][CH2:50][Cl:51].[F:42][C:43]([F:44])([F:45])[C:46]([OH:47])=[O:48]>>[N:7]1=[C:27]([c:28]2[cH:29][c:30](-[n:34]3[n:35][cH:36][n:37][cH:38]3)[cH:31][cH:32][cH:33]2)[CH2:26][C:25](=[O:40])[NH:24][c:9]2[c:8]1[cH:13][c:12]([N:14]([CH3:15])[CH2:16][CH:17]([CH3:18])[CH3:19])[c:11]([C:20]([F:21])([F:22])[F:23])[cH:10]2. Reactants: C1CCOC1, Cl, Cc1c(C)c2c(c(C)c1O)CCC(C)(C(N)=O)O2. The product is Cc1c(C)c2c(c(C)c1O)CCC(C)(CN)O2. Reaction SMILES: [CH2:19]1[O:20][CH2:21][CH2:22][CH2:23]1.[ClH:24].[OH:1][c:2]1[c:3]([CH3:18])[c:4]2[c:9]([c:10]([CH3:13])[c:11]1[CH3:12])[O:8][C:7]([C:14](=[O:15])[NH2:16])([CH3:17])[CH2:6][CH2:5]2>>[OH:1][c:2]1[c:3]([CH3:18])[c:4]2[c:9]([c:10]([CH3:13])[c:11]1[CH3:12])[O:8][C:7]([CH2:14][NH2:16])([CH3:17])[CH2:6][CH2:5]2. Starting materials: O=C1OC(=O)c2cc(Br)ccc21, O=C(n1ccnc1)n1ccnc1, COC(=O)C(Cc1ccc(N)cc1)NC(=O)OC(C)(C)C, ClCCl, O. Yields the product COC(=O)C(Cc1ccc(N2C(=O)c3ccc(Br)cc3C2=O)cc1)NC(=O)OC(C)(C)C. Reaction SMILES: [Br:22][c:23]1[cH:24][c:25]2[c:26]([cH:32][cH:33]1)[C:27](=[O:28])[O:29][C:30]2=[O:31].[C:34]([n:35]1[cH:36][cH:37][n:38][cH:39]1)([n:40]1[cH:41][cH:42][n:43][cH:44]1)=[O:45].[CH3:1][O:2][C:3]([CH:4]([NH:5][C:6](=[O:7])[O:8][C:9]([CH3:10])([CH3:11])[CH3:12])[CH2:13][c:14]1[cH:15][cH:16][c:17]([NH2:20])[cH:18][cH:19]1)=[O:21].[Cl:46][CH2:47][Cl:48].[OH2:49]>>[CH3:1][O:2][C:3]([CH:4]([NH:5][C:6](=[O:7])[O:8][C:9]([CH3:10])([CH3:11])[CH3:12])[CH2:13][c:14]1[cH:15][cH:16][c:17]([N:20]2[C:27](=[O:28])[c:26]3[c:25]([cH:24][c:23]([Br:22])[cH:33][cH:32]3)[C:30]2=[O:29])[cH:18][cH:19]1)=[O:21]. Starting materials: CC(=O)OC(C)=O, CO, [H][H], O=[N+]([O-])c1cccc2c1CCC2, c1ccncc1. Yields the product CC(=O)Nc1cccc2c1CCC2. RXN SMILES: [CH3:15][C:16](=[O:17])[O:18][C:19]([CH3:20])=[O:21].[CH3:22][OH:23].[H:13][H:14].[N+:1]([O-:2])(=[O:3])[c:4]1[c:5]2[c:9]([cH:10][cH:11][cH:12]1)[CH2:8][CH2:7][CH2:6]2.[cH:24]1[cH:25][cH:26][n:27][cH:28][cH:29]1>>[NH:1]([c:4]1[c:5]2[c:9]([cH:10][cH:11][cH:12]1)[CH2:8][CH2:7][CH2:6]2)[C:16]([CH3:15])=[O:17].